Dataset: the Open Reaction Database (ORD), a public repository of structured organic reaction records. Task: describe an organic reaction: reactants, conditions, products, and yield Starting materials: CC(=O)[O-], CC(=O)[O-], C=CC1(c2cc(C(=O)OC)ccc2OS(=O)(=O)C(F)(F)F)CCCC1, COc1cc(B(O)O)c(F)cn1, [K+], [K+], [K+], CN(C)C=O, O=P([O-])([O-])[O-], [Pd+2]. Product: C=CC1(c2cc(C(=O)OC)ccc2-c2cc(OC)ncc2F)CCCC1. RXN SMILES: [C:51]([O-:52])(=[O:53])[CH3:54].[C:56]([O-:57])(=[O:58])[CH3:59].[F:1][C:2]([F:3])([F:4])[S:5]([O:6][c:7]1[c:8]([C:17]2([CH:22]=[CH2:23])[CH2:18][CH2:19][CH2:20][CH2:21]2)[cH:9][c:10]([C:11](=[O:12])[O:13][CH3:14])[cH:15][cH:16]1)(=[O:24])=[O:25].[F:26][c:27]1[c:28]([B:35]([OH:36])[OH:37])[cH:29][c:30]([O:33][CH3:34])[n:31][cH:32]1.[K+:43].[K+:44].[K+:45].[O:46]=[CH:47][N:48]([CH3:49])[CH3:50].[P:38]([O-:39])([O-:40])([O-:41])=[O:42].[Pd+2:55]>>[c:7]1(-[c:28]2[c:27]([F:26])[cH:32][n:31][c:30]([O:33][CH3:34])[cH:29]2)[c:8]([C:17]2([CH:22]=[CH2:23])[CH2:18][CH2:19][CH2:20][CH2:21]2)[cH:9][c:10]([C:11](=[O:12])[O:13][CH3:14])[cH:15][cH:16]1. As a reaction SMILES: [CH2:20]1[O:21][CH2:22][CH2:23][CH2:24]1.[CH3:10][S-:11].[CH3:13][CH2:14][O:15][C:16](=[O:17])[CH3:18].[Cl:1][c:2]1[cH:3][c:4]([C:8]#[N:9])[n:5][cH:6][cH:7]1.[Na+:12].[OH2:19]>>[c:2]1([S:11][CH3:10])[cH:3][c:4]([C:8]#[N:9])[n:5][cH:6][cH:7]1. The reactants are C1CCOC1, C[S-], CCOC(C)=O, N#Cc1cc(Cl)ccn1, [Na+], O. Product: CSc1ccnc(C#N)c1.